This data is from the Open Reaction Database (ORD), a public repository of structured organic reaction records. The task is: describe an organic reaction: reactants, conditions, products, and yield Reactants: CC(C)(C)[O-], CC(=O)O, CN(C)C=O, [K+], C[N+](=O)[O-], O=NCNC1=Nc2ccccc2N(c2ccccc2)C(=O)C1, O. Product: O=C1CC(=C[N+](=O)[O-])Nc2ccccc2N1c1ccccc1. Reaction SMILES: [CH3:1][C:2]([CH3:3])([O-:4])[CH3:5].[CH3:39][C:40](=[O:41])[OH:42].[CH3:7][N:8]([CH3:9])[CH:10]=[O:11].[K+:6].[N+:12](=[O:13])([O-:14])[CH3:15].[N:16]([CH2:17][NH:18][C:20]1=[N:26][c:25]2[c:24]([cH:30][cH:29][cH:28][cH:27]2)[N:23]([c:31]2[cH:32][cH:33][cH:34][cH:35][cH:36]2)[C:22](=[O:37])[CH2:21]1)=[O:19].[OH2:38]>>[N+:12](=[O:13])([O-:14])[CH:15]=[C:20]1[CH2:21][C:22](=[O:37])[N:23]([c:31]2[cH:32][cH:33][cH:34][cH:35][cH:36]2)[c:24]2[c:25]([cH:27][cH:28][cH:29][cH:30]2)[NH:26]1. The product is ClC(CC(C#N)(C1=CC=CC=C1)C1=CC=CC=C1)=C (4-chloro-2,2-diphenyl-4-pentenenitrile). The solvent is CN(C=O)C (dimethylformamide), C(C)OCC (diethyl ether). Conditions: temperature 10 celsius, time 4 hour. Reported procedure: A 40.3 g. portion of sodium amide was suspended in 400 ml. of dry toluene at 70° C. and 199.6 g. of diphenylacetonitrile, dissolved in 600 ml. of hot dry toluene, was added dropwise. The mixture was stirred at 70°-100° C. for 4 hours, and an additional 500 ml. of dry toluene and 100 ml. of dimethylformamide were added. The mixture was stirred for 27 hours more. The slurry was cooled to 10° C., and 114.6 g. of 2,3-dichloropropene was added. The mixture was warmed to ambient temperature and stirre... As a reaction SMILES: [NH2-].[Na+].C1(C)C=CC=CC=1.[C:10]1([CH:16]([C:19]2[CH:24]=[CH:23][CH:22]=[CH:21][CH:20]=2)[C:17]#[N:18])[CH:15]=[CH:14][CH:13]=[CH:12][CH:11]=1.[Cl:25][C:26]([CH2:28]Cl)=[CH2:27]>C(OCC)C.CN(C)C=O>[Cl:25][C:26](=[CH2:27])[CH2:28][C:16]([C:10]1[CH:11]=[CH:12][CH:13]=[CH:14][CH:15]=1)([C:19]1[CH:20]=[CH:21][CH:22]=[CH:23][CH:24]=1)[C:17]#[N:18] |f:0.1|. Starting materials: [NH2-].[Na+] (sodium amide), C1(=CC=CC=C1)C (toluene), C1(=CC=CC=C1)C (toluene), C1(=CC=CC=C1)C (toluene), C1(=CC=CC=C1)C(C#N)C1=CC=CC=C1 (diphenylacetonitrile), ClC(=C)CCl (2,3-dichloropropene). Starting materials: BrC1=CC(=C(C(=O)[O-])C=C1)CBr (4-bromo-2-(bromomethyl)benzoate), NC(CO)C (2-aminopropanol). The product is BrC=1C=C2CN(C(C2=CC1)=O)C(CO)C (5-bromo-2-(2-hydroxy-1-methylethyl)isoindolin-1-one). Reaction SMILES: [Br:1][C:2]1[CH:10]=[CH:9][C:5]([C:6]([O-:8])=O)=[C:4]([CH2:11]Br)[CH:3]=1.[NH2:13][CH:14]([CH3:17])[CH2:15][OH:16]>>[Br:1][C:2]1[CH:3]=[C:4]2[C:5](=[CH:9][CH:10]=1)[C:6](=[O:8])[N:13]([CH:14]([CH3:17])[CH2:15][OH:16])[CH2:11]2. Reported procedure: This compound was prepared by using procedures analogous to those described for the synthesis of Example 52, Step 6 starting from 4-bromo-2-(bromomethyl)benzoate and 2-aminopropanol (Aldrich Cat No. 192171). LCMS (M+H)+=270.1. Reactants: CC1=CC(=C(C=C1C)N)N (4,5-dimethyl-1,2-phenylenediamine), C(C)OC(=S)[S-].[K+] (potassium ethylxanthate). Yields the product CC1=CC2=C(N=C(N2)S)C=C1C (5,6-dimethyl-2-mercaptobenzimidazole). Reaction SMILES: [CH3:1][C:2]1[C:7]([CH3:8])=[CH:6][C:5]([NH2:9])=[C:4]([NH2:10])[CH:3]=1.C(O[C:14]([S-])=[S:15])C.[K+]>>[CH3:1][C:2]1[C:7]([CH3:8])=[CH:6][C:5]2[N:9]=[C:14]([SH:15])[NH:10][C:4]=2[CH:3]=1 |f:1.2|. Reported procedure: Reaction of 30 g (0.22 mole) of 4,5-dimethyl-1,2-phenylenediamine with potassium ethylxanthate using the method described in Example 86 yielded 19 g of 5,6-dimethyl-2-mercaptobenzimidazole, as confirmed by the nmr and infrared spectra and by elemental analysis. The title compound (3.0 g) was prepared by the method of Example 84 using 3.5 g of 5,6-dimethyl-2-mercaptobenzimidazole instead of 2-mercaptobenzimidazole. Structure assignment was supported by the nmr spectrum. Starting materials: CC(C)(C)n1ncc(C(=O)O)c1C1CC1, CN(C)C=O, CCOC(C)=O, O=C(Cl)C(=O)Cl, N#Cc1c(Oc2cccc(N)c2)ccc2nc(NC(=O)C3CC3)sc12, C1CCOC1. Product: CC(C)(C)n1ncc(C(=O)Nc2cccc(Oc3ccc4nc(NC(=O)C5CC5)sc4c3C#N)c2)c1C1CC1. As a reaction SMILES: [C:1]([CH3:2])([CH3:3])([CH3:4])[n:5]1[n:6][cH:7][c:8]([C:13](=[O:14])[OH:15])[c:9]1[CH:10]1[CH2:11][CH2:12]1.[CH3:22][N:23]([CH3:24])[CH:25]=[O:26].[CH3:57][CH2:58][O:59][C:60](=[O:61])[CH3:62].[Cl:16][C:17]([C:18]([Cl:19])=[O:20])=[O:21].[NH2:27][c:28]1[cH:29][c:30]([O:31][c:32]2[c:33]([C:47]#[N:48])[c:34]3[c:35]([n:36][c:37]([NH:39][C:40](=[O:41])[CH:42]4[CH2:43][CH2:44]4)[s:38]3)[cH:45][cH:46]2)[cH:49][cH:50][cH:51]1.[O:52]1[CH2:53][CH2:54][CH2:55][CH2:56]1>>[C:1]([CH3:2])([CH3:3])([CH3:4])[n:5]1[n:6][cH:7][c:8]([C:13](=[O:15])[NH:27][c:28]2[cH:29][c:30]([O:31][c:32]3[c:33]([C:47]#[N:48])[c:34]4[c:35]([n:36][c:37]([NH:39][C:40](=[O:41])[CH:42]5[CH2:43][CH2:44]5)[s:38]4)[cH:45][cH:46]3)[cH:49][cH:50][cH:51]2)[c:9]1[CH:10]1[CH2:11][CH2:12]1.